From a dataset of the Open Reaction Database (ORD), a public repository of structured organic reaction records. describe an organic reaction: reactants, conditions, products, and yield The product is C(C1=CC=CC=C1)OC1=CC=C(OC2=C(C=C(C=C2)C2=NC3=C(N2)C=C(C=C3)Br)NC=3C2=C(N=CN3)N=C(C=C2)C)C=C1 ([2-(4-Benzyloxy-phenoxy)-5-(6-bromo-1H-benzoimidazol-2-yl)-phenyl]-(7-methyl-pyrido[2,3-d]pyrimidin-4-yl)-amine). The reactants are product, C(C1=CC=CC=C1)OC1=CC=C(OC2=C(C=C(C=C2)C2=NC3=C(N2)C=C(C=C3)Br)N)C=C1 (2-(4-Benzyloxy-phenoxy)-5-(6-bromo-1H-benzoimidazol-2-yl)-phenylamine), C(#N)C=1C(=NC(=CC1)C)N=CN(C)C (N′-(3-Cyano-6-methyl-pyridin-2-yl)-N,N-dimethyl-formamidine), C(#N)C=1C(=NC(=CC1)C)N=CN(C)C (N′-(3-Cyano-6-methyl-pyridin-2-yl)-N,N-dimethyl-formamidine). Procedure: The product from Example 147C was reacted with the product from Example 10B using the procedure described in Example 147D substituting the product from Example 10B for the product from Example 36E to provide [2-(4-Benzyloxy-phenoxy)-5-(6-bromo-1H-benzoimidazol-2-yl)-phenyl]-(7-methyl-pyrido[2,3-d]pyrimidin-4-yl)-amine which was debenzylated according to the procedure described in Example 147E to provide the crude product which was purified by HPLC with TFA to provide the title compound as a trif... RXN SMILES: [CH2:1]([O:8][C:9]1[CH:32]=[CH:31][C:12]([O:13][C:14]2[CH:19]=[CH:18][C:17]([C:20]3[NH:24][C:23]4[CH:25]=[C:26]([Br:29])[CH:27]=[CH:28][C:22]=4[N:21]=3)=[CH:16][C:15]=2[NH2:30])=[CH:11][CH:10]=1)[C:2]1[CH:7]=[CH:6][CH:5]=[CH:4][CH:3]=1.C([C:35]1[C:36]([N:42]=[CH:43][N:44]([CH3:46])C)=[N:37][C:38]([CH3:41])=[CH:39][CH:40]=1)#N>>[CH2:1]([O:8][C:9]1[CH:32]=[CH:31][C:12]([O:13][C:14]2[CH:19]=[CH:18][C:17]([C:20]3[NH:24][C:23]4[CH:25]=[C:26]([Br:29])[CH:27]=[CH:28][C:22]=4[N:21]=3)=[CH:16][C:15]=2[NH:30][C:46]2[C:35]3[CH:40]=[CH:39][C:38]([CH3:41])=[N:37][C:36]=3[N:42]=[CH:43][N:44]=2)=[CH:11][CH:10]=1)[C:2]1[CH:3]=[CH:4][CH:5]=[CH:6][CH:7]=1. The reactants are CCC(Br)c1nc2ccsc2c(=O)n1Cc1ccccc1, CN(C)CCN, CCO, CCOC(C)=O. Reaction SMILES: [CH2:1]([c:2]1[cH:3][cH:4][cH:5][cH:6][cH:7]1)[n:8]1[c:9]([CH:18]([CH2:19][CH3:20])[Br:21])[n:10][c:11]2[c:12]([c:13]1=[O:14])[s:15][cH:16][cH:17]2.[CH3:22][N:23]([CH2:24][CH2:25][NH2:26])[CH3:27].[CH3:28][CH2:29][OH:30].[CH3:31][CH2:32][O:33][C:34]([CH3:35])=[O:36]>>[CH2:1]([c:2]1[cH:3][cH:4][cH:5][cH:6][cH:7]1)[n:8]1[c:9]([CH:18]([CH2:19][CH3:20])[NH:26][CH2:25][CH2:24][N:23]([CH3:22])[CH3:27])[n:10][c:11]2[c:12]([c:13]1=[O:14])[s:15][cH:16][cH:17]2. Product: CCC(NCCN(C)C)c1nc2ccsc2c(=O)n1Cc1ccccc1. Starting materials: methyl ester, [I-].[Li+] (lithium iodide), C(C)(C)(C)OC(=O)NCCCCC#CCOC1=C(C=CC=C1)S(=O)(=O)N1C(C(SCC1)(C)C)C(=O)[O-] ({[({7-[(tert-butoxycarbonyl)amino]-2-heptynyl}oxy)phenyl]sulfonyl}-2,2-dimethyl-3-thiomorpholine carboxylate), carboxylic acid. Yields the product CC1(C(NCCS1)C(=O)O)C (2,2- dimethyl-3-thiomorpholine carboxylic acid). As a reaction SMILES: C(OC(NCCCCC#CCOC1C=CC=CC=1S([N:26]1[CH2:31][CH2:30][S:29][C:28]([CH3:33])([CH3:32])[CH:27]1[C:34]([O-:36])=[O:35])(=O)=O)=O)(C)(C)C.[I-].[Li+]>>[CH3:32][C:28]1([CH3:33])[S:29][CH2:30][CH2:31][NH:26][CH:27]1[C:34]([OH:36])=[O:35] |f:1.2|. Procedure: The methyl ester of methyl (3 S}[4 {[({7-[(tert-butoxycarbonyl)amino]-2-heptynyl}oxy)phenyl]sulfonyl}-2,2-dimethyl-3-thiomorpholine carboxylate was converted into the analogous carboxylic acid using lithium iodide according to the procedure of Example 250 to provide (3 S)-4-{[4-{7-[(tert-butoxycarbonyl)amino]-2-heptynyl)oxy)phenyl]sulfonyl}-2,2- dimethyl-3-thiomorpholine carboxylic acid as a white solid Electrospray Mass Spec: 541.2(M+H)+